From a dataset of the Open Reaction Database (ORD), a public repository of structured organic reaction records. describe an organic reaction: reactants, conditions, products, and yield Starting materials: S(N)(=O)(=O)C1=C(N)C(=CC(=C1)S(N)(=O)=O)Br (2,4-disulfamoyl-6-bromoaniline), ClCC(=O)Cl (chloroacetyl chloride). Solvent: O1CCOCC1 (dioxane). Yields the product ClCC=1NS(C2=C(N1)C(=CC(=C2)S(N)(=O)=O)Br)(=O)=O (3-Chloromethyl-5-bromo-7-sulfamoyl-1,2,4-benzothiadiazine-1,1-dioxide). RXN SMILES: [S:1]([C:5]1[CH:11]=[C:10]([S:12](=[O:15])(=[O:14])[NH2:13])[CH:9]=[C:8]([Br:16])[C:6]=1[NH2:7])(=[O:4])(=[O:3])[NH2:2].[Cl:17][CH2:18][C:19](Cl)=O>O1CCOCC1>[Cl:17][CH2:18][C:19]1[NH:2][S:1](=[O:3])(=[O:4])[C:5]2[CH:11]=[C:10]([S:12](=[O:14])(=[O:15])[NH2:13])[CH:9]=[C:8]([Br:16])[C:6]=2[N:7]=1. Procedure details: A mixture of 2,4-disulfamoyl-6-bromoaniline (0.015 mole) and chloroacetyl chloride (0.016 mole) in 50 ml. of dioxane or other inert organic solvent is heated under reflux conditions for about 24 hours and then concentrated to dryness. The residue is dissolved in concentrated sulfuric acid (5 ml. acid/gram), heated in a steam bath at 60°-70° C. for three hours then poured onto ice. The product, 3-chloromethyl-5-bromo-7-sulfamoyl-1,2,4-benzothiadiazine-1,1-dioxide, is purified by recrystallization... The product is CC=1C=C(C=C(C1C1=NC2=C(N1)C=C(C=C2)C(NC2=NC1=CC=CC=C1C=C2)=O)C)CC(C(=O)O)(C)C (3-{3,5-Dimethyl-4-[6-(quinolin-2-ylcarbamoyl)-1H-benzoimidazol-2-yl]-phenyl}-2,2-dimethyl-propionic acid). Reactants: NC=1C=C(C(=O)NC2=NC3=CC=CC=C3C=C2)C=CC1N (3,4-diamino-N-quinolin-2-yl-benzamide), COC(C(CC1=CC(=C(C(=C1)C)C=O)C)(C)C)=O (3-(4-formyl-3,5-dimethylphenyl)-2,2-dimethylpropionic acid methyl ester). Reaction SMILES: [NH2:1][C:2]1[CH:3]=[C:4]([CH:18]=[CH:19][C:20]=1[NH2:21])[C:5]([NH:7][C:8]1[CH:17]=[CH:16][C:15]2[C:10](=[CH:11][CH:12]=[CH:13][CH:14]=2)[N:9]=1)=[O:6].C[O:23][C:24](=[O:39])[C:25]([CH3:38])([CH3:37])[CH2:26][C:27]1[CH:32]=[C:31]([CH3:33])[C:30]([CH:34]=O)=[C:29]([CH3:36])[CH:28]=1>>[CH3:36][C:29]1[CH:28]=[C:27]([CH2:26][C:25]([CH3:38])([CH3:37])[C:24]([OH:39])=[O:23])[CH:32]=[C:31]([CH3:33])[C:30]=1[C:34]1[NH:1][C:2]2[CH:3]=[C:4]([C:5](=[O:6])[NH:7][C:8]3[CH:17]=[CH:16][C:15]4[C:10](=[CH:11][CH:12]=[CH:13][CH:14]=4)[N:9]=3)[CH:18]=[CH:19][C:20]=2[N:21]=1. Procedure details: The title compound was prepared from 3,4-diamino-N-quinolin-2-yl-benzamide (from Example 6-17) and 3-(4-formyl-3,5-dimethylphenyl)-2,2-dimethylpropionic acid methyl ester analogous to Example 6-26. 1H NMR (Methanol-d4, 400 MHz): δ 8.45 (d, 1H), 8.38 (d, 2H), 8.04 (dd, 1H), 7.93 (m, 2H), 7.77 (m, 2H), 7.55 (m, 1H), 7.06 (s, 2H), 2.89 (s, 2H), 2.16 (s, 6H), 1.2 (s, 6H). MS (m/z) 493.2 (M+1); Retention time: 1.25 min (Method 10). Reactants: C(C1=CC=CC=C1)N1CCC(CCC1)(C(=O)OCC)CCCl (ethyl 1-benzyl-4-(2-chloroethyl)azepane-4-carboxylate). The solvent is CC#N (MeCN). Yields the product [Cl-].C(C1=CC=CC=C1)[N+]12CCCC(CC1)(CC2)C(=O)OCC (1-benzyl-5-(ethoxycarbonyl)-1-azoniabicyclo[3.2.2]nonane chloride). Isolated yield 100.0%. As a reaction SMILES: [CH2:1]([N:8]1[CH2:14][CH2:13][CH2:12][C:11]([CH2:20][CH2:21][Cl:22])([C:15]([O:17][CH2:18][CH3:19])=[O:16])[CH2:10][CH2:9]1)[C:2]1[CH:7]=[CH:6][CH:5]=[CH:4][CH:3]=1>CC#N>[Cl-:22].[CH2:1]([N+:8]12[CH2:21][CH2:20][C:11]([C:15]([O:17][CH2:18][CH3:19])=[O:16])([CH2:10][CH2:9]1)[CH2:12][CH2:13][CH2:14]2)[C:2]1[CH:7]=[CH:6][CH:5]=[CH:4][CH:3]=1 |f:2.3|. Reported procedure: A solution of ethyl 1-benzyl-4-(2-chloroethyl)azepane-4-carboxylate (4.1 g) in MeCN (200 mL) was stirred at 40° C. for 10 hours. The reaction mixture was concentrated under reduced pressure to obtain 1-benzyl-5-(ethoxycarbonyl)-1-azoniabicyclo[3.2.2]nonane chloride (4.1 g) as a colorless oily substance. The reactants are [OH-].[Na+] (caustic soda), C(CN(C(P(=O)(O)O)P(=O)(O)O)C(P(=O)(O)O)P(=O)(O)O)N(C(P(=O)(O)O)P(=O)(O)O)C(P(=O)(O)O)P(=O)(O)O (ethylene diamine tetra (methylene phosphonic acid)), C(CN(C(P(=O)(O)O)P(=O)(O)O)C(P(=O)(O)O)P(=O)(O)O)N(C(P(=O)(O)O)P(=O)(O)O)C(P(=O)(O)O)P(=O)(O)O (ethylene diamine tetra (methylene phosphonic acid)). The reagents and catalysts are S(=O)(=O)([O-])[O-].[Zn+2] (zinc sulphate). Solvent: O (water). Product: C(CN(CP(=O)(O)O)CP(=O)(O)O)N(CP(=O)(O)O)CP(=O)(O)O (EDTMP). As a reaction SMILES: [CH2:1]([N:22]([CH:32](P(O)(O)=O)[P:33]([OH:36])([OH:35])=[O:34])[CH:23](P(O)(O)=O)[P:24]([OH:27])([OH:26])=[O:25])[CH2:2][N:3]([CH:13](P(O)(O)=O)[P:14]([OH:17])([OH:16])=[O:15])[CH:4](P(O)(O)=O)[P:5]([OH:8])([OH:7])=[O:6].[OH-].[Na+]>S([O-])([O-])(=O)=O.[Zn+2].O>[CH2:1]([N:22]([CH2:23][P:24]([OH:26])([OH:27])=[O:25])[CH2:32][P:33]([OH:36])([OH:35])=[O:34])[CH2:2][N:3]([CH2:4][P:5]([OH:8])([OH:7])=[O:6])[CH2:13][P:14]([OH:16])([OH:17])=[O:15] |f:1.2,3.4|. Procedure: To 3.35 kg of water in a stirred crutcher were added 3.0 kg of ethylene diamine tetra (methylene phosphonic acid), followed by 1.7 kg of caustic soda flakes. When all the ethylene diamine tetra (methylene phosphonic acid) was dissolved, 3.95 kg of a zinc sulphate solution (made from 1.975 kg ZnSO4.7H2O in 1.975 kg water) were added slowly. The slurry obtained was drum-dried to obtain a particulate dry product.